This data is from the Open Reaction Database (ORD), a public repository of structured organic reaction records. The task is: describe an organic reaction: reactants, conditions, products, and yield Starting materials: Cl.CC=1N(C2=NC(=NC(=C2N1)C1=CC(=C(C=C1)OCCC1CCNCC1)C(F)(F)F)C#N)C (8,9-dimethyl-6-{4-[2-(piperidin-4-yl)ethoxy]-3-(trifluoromethyl)phenyl}-9H-purine-2-carbonitrile monohydrochloride), C(=O)(O)[O-].[Na+] (NaHCO3), C(C)(=O)O[BH-](OC(C)=O)OC(C)=O.[Na+] (sodium triacetoxyborohydride), C(C)=O (acetaldehyde). Run in ClC(C)Cl (dichloroethane), C(C)N(CC)CC (Triethylamine), C(C)(=O)O (acetic acid), C(Cl)(Cl)Cl (CHCl3). Reaction conditions: time 15 minute. The product is C(C)N1CCC(CC1)CCOC1=C(C=C(C=C1)C1=C2N=C(N(C2=NC(=N1)C#N)C)C)C(F)(F)F (6-{4-[2-(1-ethylpiperidin-4-yl)ethoxy]-3-(trifluoromethyl)phenyl}-8,9-dimethyl-9H-purine-2-carbonitrile). The yield is 62.8%. RXN SMILES: Cl.[CH3:2][C:3]1[N:4]([CH3:33])[C:5]2[C:10]([N:11]=1)=[C:9]([C:12]1[CH:17]=[CH:16][C:15]([O:18][CH2:19][CH2:20][CH:21]3[CH2:26][CH2:25][NH:24][CH2:23][CH2:22]3)=[C:14]([C:27]([F:30])([F:29])[F:28])[CH:13]=1)[N:8]=[C:7]([C:31]#[N:32])[N:6]=2.[C:34](O[BH-](OC(=O)C)OC(=O)C)(=O)[CH3:35].[Na+].C(=O)C.C([O-])(O)=O.[Na+]>ClC(Cl)C.C(Cl)(Cl)Cl.C(O)(=O)C.C(N(CC)CC)C>[CH2:34]([N:24]1[CH2:23][CH2:22][CH:21]([CH2:20][CH2:19][O:18][C:15]2[CH:16]=[CH:17][C:12]([C:9]3[N:8]=[C:7]([C:31]#[N:32])[N:6]=[C:5]4[C:10]=3[N:11]=[C:3]([CH3:2])[N:4]4[CH3:33])=[CH:13][C:14]=2[C:27]([F:29])([F:30])[F:28])[CH2:26][CH2:25]1)[CH3:35] |f:0.1,2.3,5.6|. Reported procedure: Triethylamine (114 μL) was added to a suspension of 8,9-dimethyl-6-{4-[2-(piperidin-4-yl)ethoxy]-3-(trifluoromethyl)phenyl}-9H-purine-2-carbonitrile monohydrochloride (128 mg) in dichloroethane (3 mL) at room temperature, and the mixture was stirred at the same temperature for 15 minutes. After the reaction mixture was ice-cooled, acetic acid (76 μL), sodium triacetoxyborohydride (113 mg), and acetaldehyde (45 μL) were added thereto, and the mixture was stirred for 1 hour under ice-cooling. Afte... Reactants: O=C([O-])[O-], C1COCCO1, Cc1cc(C)c(-n2cc[n+](-c3c(C)cc(C)cc3C)c2)c(C)c1, [Cl-], COc1nc(Cl)cc(NN=C(C)c2ccc(N(C)C)cc2)n1, [Cs+], [Cs+], O=C(C=Cc1ccccc1)C=Cc1ccccc1, O=C(C=Cc1ccccc1)C=Cc1ccccc1, O=C(C=Cc1ccccc1)C=Cc1ccccc1, [Pd], [Pd], OB(O)c1ccccc1. Reaction SMILES: [C:56](=[O:57])([O-:58])[O-:59].[CH2:62]1[O:63][CH2:64][CH2:65][O:66][CH2:67]1.[CH3:33][c:34]1[cH:35][c:36]([CH3:37])[cH:38][c:39]([CH3:40])[c:41]1-[n+:42]1[cH:43][cH:44][n:45](-[c:46]2[c:47]([CH3:48])[cH:49][c:50]([CH3:51])[cH:52][c:53]2[CH3:54])[cH:55]1.[Cl-:32].[Cl:1][c:2]1[cH:3][c:4]([NH:10][N:11]=[C:12]([CH3:13])[c:14]2[cH:15][cH:16][c:17]([N:20]([CH3:21])[CH3:22])[cH:18][cH:19]2)[n:5][c:6]([O:8][CH3:9])[n:7]1.[Cs+:60].[Cs+:61].[O:106]=[C:107]([CH:108]=[CH:109][c:110]1[cH:111][cH:112][cH:113][cH:114][cH:115]1)[CH:116]=[CH:117][c:118]1[cH:119][cH:120][cH:121][cH:122][cH:123]1.[O:70]=[C:71]([CH:72]=[CH:73][c:74]1[cH:75][cH:76][cH:77][cH:78][cH:79]1)[CH:80]=[CH:81][c:82]1[cH:83][cH:84][cH:85][cH:86][cH:87]1.[O:88]=[C:89]([CH:90]=[CH:91][c:92]1[cH:93][cH:94][cH:95][cH:96][cH:97]1)[CH:98]=[CH:99][c:100]1[cH:101][cH:102][cH:103][cH:104][cH:105]1.[Pd:68].[Pd:69].[c:23]1([B:29]([OH:30])[OH:31])[cH:24][cH:25][cH:26][cH:27][cH:28]1>>[c:2]1(-[c:23]2[cH:24][cH:25][cH:26][cH:27][cH:28]2)[cH:3][c:4]([NH:10][N:11]=[C:12]([CH3:13])[c:14]2[cH:15][cH:16][c:17]([N:20]([CH3:21])[CH3:22])[cH:18][cH:19]2)[n:5][c:6]([O:8][CH3:9])[n:7]1. Product: COc1nc(NN=C(C)c2ccc(N(C)C)cc2)cc(-c2ccccc2)n1. Reactants: O.NN (hydrazine hydrate), C(OC1=CC=CC=C1)(OC1=CC=CC=C1)=O (diphenyl carbonate), C(CC)#N (propionitrile), N (NH3). The reagents and catalysts are C[Sn](C)=O (dimethyltin oxide). Run in C1(=CC=CC=C1)O (phenol). Conditions: temperature 125 celsius. The product is C(=O)(NN)NN (carbodihydrazide), C(C)C1=NNC(N1N)=O (3-ethyl-4-amino-1,2,4-triazol-5-one). Yield: 85.0%. RXN SMILES: [OH2:1].[NH2:2][NH2:3].[C:4](=[O:19])(OC1C=CC=CC=1)OC1C=CC=CC=1.[C:20](#[N:23])[CH2:21][CH3:22].[NH3:24]>C1(O)C=CC=CC=1.C[Sn](=O)C>[C:20]([NH:23][NH2:24])([NH:2][NH2:3])=[O:1].[CH2:21]([C:20]1[N:2]([NH2:3])[C:4](=[O:19])[NH:24][N:23]=1)[CH3:22] |f:0.1|. Reported procedure: Analogously to Example 3, a solution of carbodihydrazide in phenol is prepared from 3,200 g (64 mol) of hydrazine hydrate and 6,848 g (32 mol) of diphenyl carbonate and the water of hydration and also 1,500 ml of phenol are then distilled off. After addition of 3 g of dimethyltin oxide and 1,848 g (33.6 mol) of propionitrile, the mixture is heated to a weak reflux (125° C.). The temperature can be increased to 180° C. in the course of 11 hours under a continuous reflux. Thereafter, the evolution... Starting materials: ClCCl, CN(CCCCN)c1ccccc1, O=C1C=CC(=O)O1. Product: CN(CCCCN1C(=O)C=CC1=O)c1ccccc1. RXN SMILES: [Cl:21][CH2:22][Cl:23].[NH2:1][CH2:2][CH2:3][CH2:4][CH2:5][N:6]([c:7]1[cH:8][cH:9][cH:10][cH:11][cH:12]1)[CH3:13].[O:14]=[C:15]1[O:16][C:17](=[O:18])[CH:19]=[CH:20]1>>[N:1]1([CH2:2][CH2:3][CH2:4][CH2:5][N:6]([c:7]2[cH:8][cH:9][cH:10][cH:11][cH:12]2)[CH3:13])[C:15](=[O:14])[CH:20]=[CH:19][C:17]1=[O:16]. The reactants are C(C=C)N(C1=CC(=C(C(=C1)F)C1=CC=NC=C1)F)C(=O)OCC1=CC=CC=C1 (N-allyl-N-carbobenzyloxy-4-(4-pyridyl)-3,5-difluoroaniline), [I-].O1C(NCC1)=O (oxazolidinone iodide). The product is ICC1CN(C(O1)=O)C1=CC(=C(C(=C1)F)C1=CC=NC=C1)F ((±)-5-Iodomethyl-3-[4-(4-pyridyl)-3,5-difluorophenyl]-2-oxazolidinone). As a reaction SMILES: [CH2:1]([N:4]([C:19]([O:21]CC1C=CC=CC=1)=[O:20])[C:5]1[CH:10]=[C:9]([F:11])[C:8]([C:12]2[CH:17]=[CH:16][N:15]=[CH:14][CH:13]=2)=[C:7]([F:18])[CH:6]=1)[CH:2]=[CH2:3].[I-:29].O1CCNC1=O>>[I:29][CH2:3][CH:2]1[O:20][C:19](=[O:21])[N:4]([C:5]2[CH:6]=[C:7]([F:18])[C:8]([C:12]3[CH:13]=[CH:14][N:15]=[CH:16][CH:17]=3)=[C:9]([F:11])[CH:10]=2)[CH2:1]1 |f:1.2|. Procedure: Following the general procedure of PREPARATION 5 and making non-critical variations but starting with N-allyl-N-carbobenzyloxy-4-(4-pyridyl)-3,5-difluoroaniline (PREPARATION 10, 241 mg, 0.634 mmol) is converted to the oxazolidinone iodide. The crude product is not purified further, NMR (CDCl3) δ 8.70, 7.44, 7.32, 4.85-4.73, 4.19, 3.80, 3.50, 3.40. The reactants are ClC(COC(=O)NC1=CC(=NN1C1=CC=C(C=C1)C)C(C)(C)C)(Cl)Cl (5-(2,2,2-trichloroethoxycarbonyl)amino-3-t-butyl-1-p-tolylpyrazole), NC1=CC=C(C2=CC=CC=C12)C=1C=NC(=CC1)N(C)CCCOC (1-amino-4-{6-[(3-methoxypropyl)methylamino]pyridin-3-yl}naphthalene), C(C)(C)N(CC)C(C)C (diisopropylethylamine), CS(=O)C (DMSO). Solvent: C(C)(=O)OCC (ethyl acetate). Conditions: time 5 hour. The product is C(C)(C)(C)C1=NN(C(=C1)NC(=O)NC1=CC=C(C2=CC=CC=C12)C=1C=NC(=CC1)N(C)CCCOC)C1=CC=C(C=C1)C (1-[3-tert-Butyl-1-p-tolyl-1H-pyrazol-5-yl]-3-(4-{6-[(3-methoxypropyl)methylamino]pyridin-3-yl}naphthalen-1-yl)urea). RXN SMILES: ClC(Cl)(Cl)C[O:4][C:5]([NH:7][C:8]1[N:12]([C:13]2[CH:18]=[CH:17][C:16]([CH3:19])=[CH:15][CH:14]=2)[N:11]=[C:10]([C:20]([CH3:23])([CH3:22])[CH3:21])[CH:9]=1)=O.[NH2:26][C:27]1[C:36]2[C:31](=[CH:32][CH:33]=[CH:34][CH:35]=2)[C:30]([C:37]2[CH:38]=[N:39][C:40]([N:43]([CH2:45][CH2:46][CH2:47][O:48][CH3:49])[CH3:44])=[CH:41][CH:42]=2)=[CH:29][CH:28]=1.C(N(C(C)C)CC)(C)C.CS(C)=O>C(OCC)(=O)C>[C:20]([C:10]1[CH:9]=[C:8]([NH:7][C:5]([NH:26][C:27]2[C:36]3[C:31](=[CH:32][CH:33]=[CH:34][CH:35]=3)[C:30]([C:37]3[CH:38]=[N:39][C:40]([N:43]([CH2:45][CH2:46][CH2:47][O:48][CH3:49])[CH3:44])=[CH:41][CH:42]=3)=[CH:29][CH:28]=2)=[O:4])[N:12]([C:13]2[CH:18]=[CH:17][C:16]([CH3:19])=[CH:15][CH:14]=2)[N:11]=1)([CH3:23])([CH3:22])[CH3:21]. Reported procedure: A solution of 5-(2,2,2-trichloroethoxycarbonyl)amino-3-t-butyl-1-p-tolylpyrazole (26 mmol), 1-amino-4-{6-[(3-methoxypropyl)methylamino]pyridin-3-yl}naphthalene (26 mmol), diisopropylethylamine (25 mmol) and DMSO (75 mL) is heated to 55-90° C. and held for 2-8 h. To this solution, ethyl acetate (100 mL) is added. The organic layer is washed with brine (4×50 mL), and dried over MgSO4. The solvent is removed under reduced pressure, and residue is crystallized from a suitable solvent such as acetoni...